Dataset: the Open Reaction Database (ORD), a public repository of structured organic reaction records. Task: describe an organic reaction: reactants, conditions, products, and yield The reactants are BrC=1C(=C(SC1)C(=O)O)C (4-bromo-3-methylthiophene-2-carboxylic acid), Cl.NC=1C=C(C(=O)NC2CC2)C=CC1C (3-amino-N-cyclopropyl-4-methylbenzamide hydrochloride). Product: BrC=1C(=C(SC1)C(=O)NC1=C(C=CC(=C1)C(NC1CC1)=O)C)C (4-Bromo-N-(5-(cyclopropylcarbamoyl)-2-methylphenyl)-3-methylthiophene-2-carboxamide). As a reaction SMILES: [Br:1][C:2]1[C:3]([CH3:10])=[C:4]([C:7]([OH:9])=O)[S:5][CH:6]=1.Cl.[NH2:12][C:13]1[CH:14]=[C:15]([CH:22]=[CH:23][C:24]=1[CH3:25])[C:16]([NH:18][CH:19]1[CH2:21][CH2:20]1)=[O:17]>>[Br:1][C:2]1[C:3]([CH3:10])=[C:4]([C:7]([NH:12][C:13]2[CH:14]=[C:15]([C:16](=[O:17])[NH:18][CH:19]3[CH2:21][CH2:20]3)[CH:22]=[CH:23][C:24]=2[CH3:25])=[O:9])[S:5][CH:6]=1 |f:1.2|. Procedure: The compound a was prepared by coupling commercially available 4-bromo-3-methylthiophene-2-carboxylic acid with 3-amino-N-cyclopropyl-4-methylbenzamide hydrochloride (prepared as described in WO 04/071440) using the method described in Example 128. HPLC Ret time=3.12 min. LCMS [M+H]+ 393.13. Starting materials: N1=CN=CC(=C1)C=1C=C(C(=O)O)C=CC1 (3-pyrimidin-5-yl-benzoic acid), O=S(Cl)Cl (SOCl2), ClC(OC1=CC=C(N)C=C1)(F)F (4-(chlorodifluoromethoxy)aniline), TEA. Solvent: C(Cl)Cl (DCM). Run at time 8 hour. The product is ClC(OC1=CC=C(C=C1)NC(C1=CC(=CC=C1)C=1C=NC=NC1)=O)(F)F (N-(4-(Chlorodifluoromethoxy)phenyl)-3-(pyrimidin-5-yl)benzamide). Reaction SMILES: [N:1]1[CH:6]=[C:5]([C:7]2[CH:8]=[C:9]([CH:13]=[CH:14][CH:15]=2)[C:10]([OH:12])=O)[CH:4]=[N:3][CH:2]=1.O=S(Cl)Cl.[Cl:20][C:21]([F:31])([F:30])[O:22][C:23]1[CH:29]=[CH:28][C:26]([NH2:27])=[CH:25][CH:24]=1>C(Cl)Cl>[Cl:20][C:21]([F:30])([F:31])[O:22][C:23]1[CH:24]=[CH:25][C:26]([NH:27][C:10](=[O:12])[C:9]2[CH:13]=[CH:14][CH:15]=[C:7]([C:5]3[CH:4]=[N:3][CH:2]=[N:1][CH:6]=3)[CH:8]=2)=[CH:28][CH:29]=1. Procedure details: A mixture of 3-pyrimidin-5-yl-benzoic acid (100 mg, 0.50 mmol) and SOCl2 (73 μL, 1.0 mmol) was heated under reflux for 4 h. The solvent was evaporated off under reduced pressure and the residue was dissolved in DCM (5 mL) and slowly added to a mixture of 4-(chlorodifluoromethoxy)aniline (106 mg, 0.55 mmol) and TEA (140 μL, 1.0 mmol) in DCM (5 mL). The mixture was stirred at RT overnight. The solvent was evaporated off under reduced pressure and the residue was suspended in EtOAc (10 mL), filtere... Starting materials: ClC1=CC(=NC2=CC=C(C=C12)OC(F)(F)F)N1CCS(C2=C(C1)C=CC=C2)(=O)=O (4-(4-chloro-6-(trifluoromethoxy)quinolin-2-yl)-2,3,4,5-tetrahydro-1,4-benzothiazepine 1,1-dioxide), NC1(COC1)CNC1=CC(=NC2=CC=C(C=C12)C)N1CCS(C2=C(C1)C=CC=C2)=O (N-[(3-Aminooxetan-3-yl)methyl]-2-(1-oxido-2,3-dihydro-1,4-benzothiazepin-4(5H)-yl)-6-methylquinolin-4-amine), ClC1=NC2=CC=C(C=C2C(=C1)Cl)C (2,4-dichloro-6-methylquinoline), S1(CCNCC2=C1C=CC=C2)=O (2,3,4,5-tetrahydro-1,4-benzothiazepine 1-oxide). The product is ClC1=CC(=NC2=CC=C(C=C12)C)N1CCS(C2=C(C1)C=CC=C2)=O (4-(4-Chloro-6-methylquinolin-2-yl)-2,3,4,5-tetrahydro-1,4-benzothiazepine 1-oxide). RXN SMILES: [Cl:1][C:2]1[C:11]2[C:6](=[CH:7][CH:8]=[C:9](OC(F)(F)F)[CH:10]=2)[N:5]=[C:4]([N:17]2[CH2:23][C:22]3[CH:24]=[CH:25][CH:26]=[CH:27][C:21]=3[S:20](=[O:29])(=O)[CH2:19][CH2:18]2)[CH:3]=1.Cl[C:31]1C=C(Cl)C2C(=CC=C(C)C=2)N=1.S1(=O)C2C=CC=CC=2CNCC1.NC1(CNC2C3C(=CC=C(C)C=3)N=C(N3CC4C=CC=CC=4S(=O)CC3)C=2)COC1>>[Cl:1][C:2]1[C:11]2[C:6](=[CH:7][CH:8]=[C:9]([CH3:31])[CH:10]=2)[N:5]=[C:4]([N:17]2[CH2:23][C:22]3[CH:24]=[CH:25][CH:26]=[CH:27][C:21]=3[S:20](=[O:29])[CH2:19][CH2:18]2)[CH:3]=1. Reported procedure: The title compound was prepared in analogy to 4-(4-chloro-6-(trifluoromethoxy)quinolin-2-yl)-2,3,4,5-tetrahydro-1,4-benzothiazepine 1,1-dioxide in Example 17-1 in Scheme 6 by using 2,4-dichloro-6-methylquinoline and 2,3,4,5-tetrahydro-1,4-benzothiazepine 1-oxide. N-[(3-Aminooxetan-3-yl)methyl]-2-(1-oxido-2,3-dihydro-1,4-benzothiazepin-4(5H)-yl)-6-methylquinolin-4-amine